This data is from the Open Reaction Database (ORD), a public repository of structured organic reaction records. The task is: describe an organic reaction: reactants, conditions, products, and yield Starting materials: [H-].[Na+] (sodium hydride), CC1=NNC(=C1)C(=O)OCC (ethyl 3-methylpyrazole-5-carboxylate), BrCCOC1OCCCC1 (2-(2-Bromoethoxy)tetrahydro-2H-pyran), [I-].[Li+] (lithium iodide). The solvent is O1CCCC1 (tetrahydrofuran), O (water), C(C)(=O)OCC (ethyl acetate). Conditions: time 30 minute. The product is C(C)OC(=O)C1=NN(C(=C1)C)CCOC1OCCCC1 (5-Methyl-1-[2-(tetrahydro-pyran-2-yloxy)-ethyl]-1H-pyrazole-3-carboxylic acid ethyl ester). As a reaction SMILES: [H-].[Na+].[CH3:3][C:4]1[CH:8]=[C:7]([C:9]([O:11][CH2:12][CH3:13])=[O:10])[NH:6][N:5]=1.Br[CH2:15][CH2:16][O:17][CH:18]1[CH2:23][CH2:22][CH2:21][CH2:20][O:19]1.[I-].[Li+]>O1CCCC1.C(OCC)(=O)C.O>[CH2:12]([O:11][C:9]([C:7]1[CH:8]=[C:4]([CH3:3])[N:5]([CH2:15][CH2:16][O:17][CH:18]2[CH2:23][CH2:22][CH2:21][CH2:20][O:19]2)[N:6]=1)=[O:10])[CH3:13] |f:0.1,4.5|. Procedure: A solution of sodium hydride (934 mg, 23.4 mmol) in tetrahydrofuran (50 mL) was treated with ethyl 3-methylpyrazole-5-carboxylate (3.00 g, 19.5 mmol) and the reaction mixture stirred at room temperature for 30 minutes. 2-(2-Bromoethoxy)tetrahydro-2H-pyran (3.5 mL, 19.5 mmol) and lithium iodide (50 mg, 0.39 mmol) were added and the reaction mixture refluxed for 16 hours. The reaction mixture was cooled and taken up in ethyl acetate and water. The organics were separated and washed with 10% citric... The reactants are CC(C)(C)O, CCOC(=O)CCN(c1ccc2c(c1)CCC2)c1nc(SC)ncc1C(=O)OCC, CC(C)(C)[O-], Cc1ccccc1, Cl, N#N, [Na+], [Na]. The product is CCOC(=O)C1CN(c2ccc3c(c2)CCC3)c2nc(SC)ncc2C1=O. Reaction SMILES: [C:48]([OH:49])([CH3:50])([CH3:51])[CH3:52].[CH2:4]([O:5][C:7](=[O:8])[c:9]1[c:10]([N:17]([c:18]2[cH:19][c:20]3[c:24]([cH:25][cH:26]2)[CH2:23][CH2:22][CH2:21]3)[CH2:27][CH2:28][C:29](=[O:30])[O:31][CH2:32][CH3:33])[n:11][c:12]([S:15][CH3:16])[n:13][cH:14]1)[CH3:6].[CH3:34][C:35]([CH3:36])([O-:37])[CH3:38].[CH3:41][c:42]1[cH:43][cH:44][cH:45][cH:46][cH:47]1.[ClH:40].[N:2]#[N:3].[Na+:39].[Na:1]>>[C:7]1(=[O:8])[c:9]2[c:10]([n:11][c:12]([S:15][CH3:16])[n:13][cH:14]2)[N:17]([c:18]2[cH:19][c:20]3[c:24]([cH:25][cH:26]2)[CH2:23][CH2:22][CH2:21]3)[CH2:27][CH:28]1[C:29](=[O:30])[O:31][CH2:32][CH3:33]. The reactants are [Cl-].[Sc+3].[Cl-].[Cl-] (scandium chloride), C([O-])(O)=O.[Ca+2].C([O-])(O)=O (calcium bicarbonate), [Sc] (scandium). Product: C([O-])([O-])=O.[Sc+3].C([O-])([O-])=O.C([O-])([O-])=O.[Sc+3] (scandium carbonate). As a reaction SMILES: [Cl-].[Sc+3:2].[Cl-].[Cl-].[C:5](=[O:8])([OH:7])[O-:6].[Ca+2].[C:10](=[O:13])([OH:12])[O-:11].[Sc]>>[C:5](=[O:6])([O-:8])[O-:7].[Sc+3:2].[C:10](=[O:11])([O-:13])[O-:12].[C:5](=[O:6])([O-:8])[O-:7].[Sc+3:2] |f:0.1.2.3,4.5.6,8.9.10.11.12|. Procedure details: Adding 6 m3 of scandium chloride solution (0.5 mol/L) into a reactor containing 18.3 m3 of the above calcium bicarbonate solution to react for 3 hours at 35° C., and controlling the pH value of mother liquor at 8.0, scandium ions are precipitated. And then scandium carbonate is obtained after filtration, washing and drying. Starting materials: [O-]CC.[K+] (potassium ethoxide), C1(=CC=C(C=C1)S(=O)(=O)Cl)C (p-Toluenesulfonyl chloride), O=C1CCSCC1 (4-Oxothiane), Cl.NO (hydroxylamine hydrochloride), C([O-])([O-])=O.[K+].[K+] (potassium carbonate). Run in C(C)O (ethanol), C(C)(=O)OCC (ethyl acetate), O (water), C(C)O (ethanol), C(C)(=O)OCC (ethyl acetate), O (Water), C(C)(=O)OCC (ethyl acetate), O (Water). Run at temperature -20 celsius, time 1 hour. The product is NC1=CSC=CC1(OCC)OCC (3-amino-4,4-diethoxythiopyran). Yield: 57.4%. Reaction SMILES: [O:1]=[C:2]1[CH2:7][CH2:6][S:5][CH2:4][CH2:3]1.Cl.[NH2:9]O.C(=O)([O-])[O-].[K+].[K+].[C:17]1([CH3:27])C=CC(S(Cl)(=O)=O)=CC=1.[O-:28][CH2:29][CH3:30].[K+]>C(O)C.C(OCC)(=O)C.O>[NH2:9][C:3]1[C:2]([O:28][CH2:29][CH3:30])([O:1][CH2:17][CH3:27])[CH:7]=[CH:6][S:5][CH:4]=1 |f:1.2,3.4.5,7.8|. Reported procedure: 4-Oxothiane (2.32 g, 20.0 mmol) was dissolved in ethanol. To the solution were added hydroxylamine hydrochloride (2.78 g, 40.0 mmol) and potassium carbonate (5.52 g, 40.0 mmol), and the mixture was heated to reflux for 1 hour. Water and ethyl acetate were added to the mixture, and the mixture was extracted. The organic layer was washed with brine and dried over anhydrous magnesium sulfate. The solvent was then evaporated under reduced pressure. The resulting residue was dissolved in pyridine (20... Reactants: ClC(=O)C(C(=O)OCC)CC1CCCCC1 (ethyl 2-chlorocarbonyl-3-cyclohexylpropionate), C(CC1=CC=CC=C1)N (phenethylamine), CN1CCOCC1 (N-methylmorpholine). The solvent is C(C)(=O)OCC (ethyl acetate), C(C)(=O)OCC (ethyl acetate), ice. Reaction conditions: time 15 minute. Yields the product C1(CCCCC1)CC(C(=O)OCC)C(=O)NCCC1=CC=CC=C1 (ethyl 2-cyclohexylmethyl-N-phenethylmalonamate). The yield is 41.7%. As a reaction SMILES: Cl[C:2]([CH:4]([CH2:10][CH:11]1[CH2:16][CH2:15][CH2:14][CH2:13][CH2:12]1)[C:5]([O:7][CH2:8][CH3:9])=[O:6])=[O:3].[CH2:17]([NH2:25])[CH2:18][C:19]1[CH:24]=[CH:23][CH:22]=[CH:21][CH:20]=1.CN1CCOCC1>C(OCC)(=O)C>[CH:11]1([CH2:10][CH:4]([C:2]([NH:25][CH2:17][CH2:18][C:19]2[CH:24]=[CH:23][CH:22]=[CH:21][CH:20]=2)=[O:3])[C:5]([O:7][CH2:8][CH3:9])=[O:6])[CH2:16][CH2:15][CH2:14][CH2:13][CH2:12]1. Reported procedure: A mixture of ethyl 2-chlorocarbonyl-3-cyclohexylpropionate (2.65 mmol), phenethylamine (0.376 mL, 3 mmol) and N-methylmorpholine (0.44 mL, 4 mmol) in ethyl acetate (6 mL) was cooled to between −20 and −10° C. and stirred for 15 minutes. The mixture was allowed to warm to room temperature, stirred for approximately 12 hours and then diluted with ethyl acetate (5 mL) and ice (5 mL). The organic layer was separated, washed with cold 0.05 N hydrochloric acid, sodium bicarbonate solution and brine, d... The reactants are Cl (HCl), ClC=1C=CC(=NC1)NC(C1=C(C=C(C=C1)C(=O)OC)NC(C1=C(C=C(C=C1)SC)OCCCN)=O)=O (N-(5-chloropyridin-2-yl)-4-methoxycarbonyl-2-[4-methylthio-2-(3-aminopropoxy)benzoylamino]benzamide), CO (MeOH), [Li+].[OH-] (LiOH). Solvent: O (water). Run at temperature 65 celsius. Yields the product Cl.ClC=1C=CC(=NC1)NC(C1=C(C=C(C=C1)C(=O)O)NC(C1=C(C=C(C=C1)SC)OCCCN)=O)=O (N-(5-Chloropyridin-2-yl)-4-carboxy-2-[4-methylthio-2-(3-amino-propoxy)benzoylamino]benzamide Hydrochloride). Isolated yield 84.9%. Reaction SMILES: [Cl:1][C:2]1[CH:3]=[CH:4][C:5]([NH:8][C:9](=[O:36])[C:10]2[CH:15]=[CH:14][C:13]([C:16]([O:18]C)=[O:17])=[CH:12][C:11]=2[NH:20][C:21](=[O:35])[C:22]2[CH:27]=[CH:26][C:25]([S:28][CH3:29])=[CH:24][C:23]=2[O:30][CH2:31][CH2:32][CH2:33][NH2:34])=[N:6][CH:7]=1.CO.[Li+].[OH-].Cl>O>[ClH:1].[Cl:1][C:2]1[CH:3]=[CH:4][C:5]([NH:8][C:9](=[O:36])[C:10]2[CH:15]=[CH:14][C:13]([C:16]([OH:18])=[O:17])=[CH:12][C:11]=2[NH:20][C:21](=[O:35])[C:22]2[CH:27]=[CH:26][C:25]([S:28][CH3:29])=[CH:24][C:23]=2[O:30][CH2:31][CH2:32][CH2:33][NH2:34])=[N:6][CH:7]=1 |f:2.3,6.7|. Procedure: To a mixture of N-(5-chloropyridin-2-yl)-4-methoxycarbonyl-2-[4-methylthio-2-(3-aminopropoxy)benzoylamino]benzamide (480 mg, 0.91 mmol), MeOH (10 mL) and water (7 mL) was added LiOH (109 mg, 4.54 mmol). The reaction mixture was heated to 65° C. for 45 min and then cooled to room temperature. To the mixture was added 5N HCl (1.8 mL, 9 mmol), and the resulting solid was filtered with CH2Cl2 and 20% Et2O/hexanes washes to give the title compound as a white solid (213 mg, 55%). Reactants: Compound 1, NC1=NC(=C(C(=N1)N[C@@H]1[C@H]([C@H]([C@@H](C1)CO)O)O)N=NC1=CC=C(C=C1)Cl)Cl ((1S,2R,3S,5S)-3-[[2-amino-6-chloro-5-[(4-chlorophenyl)azo]-4-pyrimidinyl]amino]-5-(hydroxymethyl)-1,2-cyclopentanediol), NC1=CC=CC=C1 (aniline). Yields the product OCC1CCC(C1O)O (5-(hydroxymethyl)-1,2-cyclopentanediol). As a reaction SMILES: NC1N=C(N[C@H:9]2[CH2:13][C@@H:12]([CH2:14][OH:15])[C@H:11]([OH:16])[C@@H:10]2[OH:17])C(N=NC2C=CC(Cl)=CC=2)=C(Cl)N=1.NC1C=CC=CC=1>>[OH:15][CH2:14][CH:12]1[CH:11]([OH:16])[CH:10]([OH:17])[CH2:9][CH2:13]1. Procedure: Compound 1, (1S,2R,3S,5S)-3-[[2-amino-6-chloro-5-phenylazo]-4-pyrimidinyl]amino]-5-(hydroxymethyl)-1,2-cyclopentanediol was prepared by the same method used for Compound 11, using a stoichiometric amount of aniline instead of 4-chloroaniline. Reactants: Cl (HCl), FC1=CCC(CC1)(C(=O)OCC1=CC=CC=C1)O (Benzyl 4-fluoro-1-hydroxycyclohex-3-ene-1-carboxylate), [OH-].[Na+] (NaOH), O (water). The solvent is C1CCOC1 (THF). Run at time 1.5 hour. Product: FC1=CCC(CC1)(C(=O)O)O (4-fluoro-1-hydroxycyclohex-3-ene-1-carboxylic acid). As a reaction SMILES: [F:1][C:2]1[CH2:7][CH2:6][C:5]([OH:18])([C:8]([O:10]CC2C=CC=CC=2)=[O:9])[CH2:4][CH:3]=1.O.[OH-].[Na+].Cl>C1COCC1>[F:1][C:2]1[CH2:7][CH2:6][C:5]([OH:18])([C:8]([OH:10])=[O:9])[CH2:4][CH:3]=1 |f:2.3|. Reported procedure: Benzyl 4-fluoro-1-hydroxycyclohex-3-ene-1-carboxylate (0.554 g, 2.21 mmol) was dissolved in 27.5 mL of a 4:1 solution of THF:deionized water. A solution of 1 N NaOH was added to the reaction mixture. After stirring for 1.5 hours, the reaction mixture was acidified with 6 N HCl and extracted with EtOAc three times. The organic extracts were combined, washed with water, dried over sodium sulfate, filtered and concentrated to give 4-fluoro-1-hydroxycyclohex-3-ene-1-carboxylic acid as an oil.